From a dataset of the Open Reaction Database (ORD), a public repository of structured organic reaction records. describe an organic reaction: reactants, conditions, products, and yield Reactants: Nc1c([N+](=O)[O-])cc(Br)cc1[N+](=O)[O-], CCO. Reaction SMILES: [Br:1][c:2]1[cH:3][c:4]([N+:12](=[O:13])[O-:14])[c:5]([NH2:11])[c:6]([N+:8]([O-:9])=[O:10])[cH:7]1.[CH3:15][CH2:16][OH:17]>>[Br:1][c:2]1[cH:3][c:4]([N+:12](=[O:13])[O-:14])[c:5]([NH2:11])[c:6]([NH2:8])[cH:7]1. Product: Nc1cc(Br)cc([N+](=O)[O-])c1N.